describe an organic reaction: reactants, conditions, products, and yield From a dataset of the Open Reaction Database (ORD), a public repository of structured organic reaction records. Procedure details: A suspension of 1.0 g (0.0038 mole) of 2-ethoxycarbonylamino-6-bromopyridine-1-oxide, as prepared in Step 2 of Example 3, in 25 ml of methanol containing equivalent amounts of benzyl mercaptan and sodium methoxide, is heated under reflux for 2 hours. The reaction mixture is diluted with 150 ml water and the impure product is collected by filtration. Recrystallization from ethyl acetate-cyclohexane gave white needles having a m.p. of 139.8°-140.2° C. The reactants are C(C1=CC=CC=C1)S (benzyl mercaptan), C[O-].[Na+] (sodium methoxide), C(C)OC(=O)NC1=[N+](C(=CC=C1)Br)[O-] (2-ethoxycarbonylamino-6-bromopyridine-1-oxide). As a reaction SMILES: [CH2:1]([O:3][C:4]([NH:6][C:7]1[CH:12]=[CH:11][CH:10]=[C:9](Br)[N+:8]=1[O-:14])=[O:5])[CH3:2].[CH2:15]([SH:22])[C:16]1[CH:21]=[CH:20][CH:19]=[CH:18][CH:17]=1.C[O-].[Na+]>CO.O>[CH2:1]([O:3][C:4]([NH:6][C:7]1[CH:12]=[CH:11][CH:10]=[C:9]([S:22][CH2:15][C:16]2[CH:21]=[CH:20][CH:19]=[CH:18][CH:17]=2)[N+:8]=1[O-:14])=[O:5])[CH3:2] |f:2.3|. The product is C(C)OC(=O)NC1=[N+](C(=CC=C1)SCC1=CC=CC=C1)[O-] (2-ethoxycarbonylamino-6-benzylthiopyridine-1-oxide). Solvent: CO (methanol), O (water).